The task is: describe an organic reaction: reactants, conditions, products, and yield. This data is from the Open Reaction Database (ORD), a public repository of structured organic reaction records. Starting materials: CC(=O)OCCOc1nn(C)c(N)c1C(=O)OC(C)(C)C, CC(C)(C)c1ccc(S(=O)(=O)Cl)cc1, [Cl-], [H-], [NH4+], [Na+], C1CCOC1, O. Product: CC(=O)OCCOc1nn(C)c(NS(=O)(=O)c2ccc(C(C)(C)C)cc2)c1C(=O)OC(C)(C)C. As a reaction SMILES: [C:1]([CH3:2])(=[O:3])[O:4][CH2:5][CH2:6][O:7][c:8]1[n:9][n:10]([CH3:21])[c:11]([NH2:20])[c:12]1[C:13](=[O:14])[O:15][C:16]([CH3:17])([CH3:18])[CH3:19].[C:24]([CH3:25])([CH3:26])([CH3:27])[c:28]1[cH:29][cH:30][c:31]([S:34](=[O:35])(=[O:36])[Cl:37])[cH:32][cH:33]1.[Cl-:38].[H-:22].[NH4+:39].[Na+:23].[O:40]1[CH2:41][CH2:42][CH2:43][CH2:44]1.[OH2:45]>>[C:1]([CH3:2])(=[O:3])[O:4][CH2:5][CH2:6][O:7][c:8]1[n:9][n:10]([CH3:21])[c:11]([NH:20][S:34]([c:31]2[cH:30][cH:29][c:28]([C:24]([CH3:25])([CH3:26])[CH3:27])[cH:33][cH:32]2)(=[O:35])=[O:36])[c:12]1[C:13](=[O:14])[O:15][C:16]([CH3:17])([CH3:18])[CH3:19]. RXN SMILES: [NH:1]([C:3]([C@H:5]1[N:15]2[C@@H:9]([S:10][CH2:11][CH2:12][C@H:13]([NH:17][C:18](=[O:24])[O:19][C:20]([CH3:23])([CH3:22])[CH3:21])[C:14]2=[O:16])[CH2:8][CH2:7][CH2:6]1)=[O:4])[NH2:2].[CH3:25]OC(OC)OC>>[O:4]1[CH:25]=[N:2][N:1]=[C:3]1[C@H:5]1[N:15]2[C@@H:9]([S:10][CH2:11][CH2:12][C@H:13]([NH:17][C:18](=[O:24])[O:19][C:20]([CH3:21])([CH3:23])[CH3:22])[C:14]2=[O:16])[CH2:8][CH2:7][CH2:6]1. Reaction conditions: temperature 70 celsius, time 18 hour. The reactants are N(N)C(=O)[C@@H]1CCC[C@@H]2SCC[C@@H](C(N21)=O)NC(OC(C)(C)C)=O (tert-butyl (4S,7S,10aS)-7-(hydrazinecarbonyl)-5-oxooctahydro-2H-pyrido[2,1-b][1,3]thiazepin-4-ylcarbamate), COC(OC)OC (trimethoxymethane). Procedure details: To a round bottom flask was added tert-butyl (4S,7S,10aS)-7-(hydrazinecarbonyl)-5-oxooctahydro-2H-pyrido[2,1-b][1,3]thiazepin-4-ylcarbamate (0.13 g, 0.35 mmol) and trimethoxymethane (2.50 mL, 22.9 mmol). The reaction was heated at 70° C. for 5 hr. and then at 95° C. for 18 hr. The reaction was concentrated. The residue was purified using silica gel chromatography (ISCO system) eluting with a gradient of 0-60% EtOAc/Hex to give tert-butyl (4S,7S,10aS)-7-(1,3,4-oxadiazol-2-yl)-5-oxooctahydro-2H-py... Yields the product O1C(=NN=C1)[C@@H]1CCC[C@@H]2SCC[C@@H](C(N21)=O)NC(OC(C)(C)C)=O (tert-butyl (4S,7S,10aS)-7-(1,3,4-oxadiazol-2-yl)-5-oxooctahydro-2H-pyrido[2,1-b][1,3]thiazepin-4-ylcarbamate). Yield: 74.3%.